From a dataset of the Open Reaction Database (ORD), a public repository of structured organic reaction records. describe an organic reaction: reactants, conditions, products, and yield Starting materials: [H-].C(C(C)C)[Al+]CC(C)C (Diisobutylaluminium hydride), solution, ClC=1C=C(C=CC1Cl)C(C#N)CC1OCCO1 (2-(3,4-Dichlorophenyl)-3-(1,3-dioxolan-2-yl)propanenitrile), O (Water), C(CC(O)(C(=O)O)CC(=O)O)(=O)O (citric acid). Solvent: C1(=CC=CC=C1)C (toluene), C1(=CC=CC=C1)C (Toluene), C1(=CC=CC=C1)C (toluene). Run at temperature -70 celsius, time 30 minute. The product is ClC=1C=C(C=CC1Cl)C(C=O)CC1OCCO1 (2-(3,4-dichlorophenyl)-3-(1,3-dioxolan-2-yl)propan-1-al). As a reaction SMILES: [Cl:1][C:2]1[CH:3]=[C:4]([CH:9]([CH2:12][CH:13]2[O:17][CH2:16][CH2:15][O:14]2)[C:10]#N)[CH:5]=[CH:6][C:7]=1[Cl:8].[H-].C([Al+]CC(C)C)C(C)C.O.C(O)(=O)CC(CC(O)=O)(C(O)=O)[OH:32]>C1(C)C=CC=CC=1>[Cl:1][C:2]1[CH:3]=[C:4]([CH:9]([CH2:12][CH:13]2[O:17][CH2:16][CH2:15][O:14]2)[CH:10]=[O:32])[CH:5]=[CH:6][C:7]=1[Cl:8] |f:1.2|. Reported procedure: 2-(3,4-Dichlorophenyl)-3-(1,3-dioxolan-2-yl)propanenitrile (64 g) (see Preparation 13) was suspended in anhydrous toluene (500 ml) and cooled to −70° C. under a nitrogen atmosphere. Diisobutylaluminium hydride (200 ml of a 1.5M solution in toluene) was then added over 50 minutes, by which time a clear solution was achieved. The mixture was stirred at −70° C. for a further 30 minutes and then allowed to warm slowly to −20° C. Water (24 ml) was carefully added (exothermic reaction) before pouring ... The product is OC(CN1CCC(CC1)CNC(=O)C=1C=NNC1)CC1=CC=CC=C1 (1H-Pyrazole-4-carboxylic acid [1-(2-hydroxy-3-phenyl-propyl)-piperidin-4-ylmethyl]-amide). Reactants: C(C1=CC=CC=C1)C1OC1 (2-benzyloxirane), N1CCC(CC1)CNC(=O)C=1C=NNC1 (1H-Pyrazole-4-carboxylic acid (piperidin-4-ylmethyl)-amide). The solvent is C(C)(C)O (iso-propyl alcohol). Procedure details: To a solution of 2-benzyloxirane (0.01 mL, 0.07 mmol) in iso-propyl alcohol (5 mL) was added 1H-pyrazole-4-carboxylic acid (piperidin-4-ylmethyl)-amide (EXAMPLE 137, Step 1) (15 mg, 0.07 mmol). The resulting reaction mixture was heated to 60° C. for 24 h. The reaction mixture was concentrated, partitioned between EtOAc and aqueous sodium bicarbonate. The organic phase was dried, the solvent evaporated, and the crude product purified by reverse phase HPLC to give 1H-Pyrazole-4-carboxylic acid [1-... Conditions: temperature 60 celsius. Reaction SMILES: [CH2:1]([CH:8]1[CH2:10][O:9]1)[C:2]1[CH:7]=[CH:6][CH:5]=[CH:4][CH:3]=1.[NH:11]1[CH2:16][CH2:15][CH:14]([CH2:17][NH:18][C:19]([C:21]2[CH:22]=[N:23][NH:24][CH:25]=2)=[O:20])[CH2:13][CH2:12]1>C(O)(C)C>[OH:9][CH:8]([CH2:1][C:2]1[CH:7]=[CH:6][CH:5]=[CH:4][CH:3]=1)[CH2:10][N:11]1[CH2:16][CH2:15][CH:14]([CH2:17][NH:18][C:19]([C:21]2[CH:25]=[N:24][NH:23][CH:22]=2)=[O:20])[CH2:13][CH2:12]1. Starting materials: CC(C)O, CC(C)=O, CCOC(C)=O, O=C1Nc2ccc(Cl)cc2C(CCCO)(C(F)(F)F)O1, [Na+], [OH-], O. The product is O=C(O)CCC1(C(F)(F)F)OC(=O)Nc2ccc(Cl)cc21. As a reaction SMILES: [CH3:22][CH:23]([CH3:24])[OH:25].[CH3:28][C:29](=[O:30])[CH3:31].[CH3:32][CH2:33][O:34][C:35](=[O:36])[CH3:37].[Cl:1][c:2]1[cH:3][cH:4][c:5]2[c:6]([cH:20]1)[C:7]([C:12]([F:13])([F:14])[F:15])([CH2:16][CH2:17][CH2:18][OH:19])[O:8][C:9](=[O:11])[NH:10]2.[Na+:27].[OH-:26].[OH2:21]>>[Cl:1][c:2]1[cH:3][cH:4][c:5]2[c:6]([cH:20]1)[C:7]([C:12]([F:13])([F:14])[F:15])([CH2:16][CH2:17][C:18](=[O:19])[OH:25])[O:8][C:9](=[O:11])[NH:10]2.